Dataset: the Open Reaction Database (ORD), a public repository of structured organic reaction records. Task: describe an organic reaction: reactants, conditions, products, and yield The reactants are COCCOCOC(CCCCCOCc1ccccc1)COc1ccc(F)cc1, CCO, [H][H]. Product: COCCOCOC(CCCCCO)COc1ccc(F)cc1. RXN SMILES: [CH2:1]([c:2]1[cH:3][cH:4][cH:5][cH:6][cH:7]1)[O:8][CH2:9][CH2:10][CH2:11][CH2:12][CH2:13][CH:14]([CH2:15][O:16][c:17]1[cH:18][cH:19][c:20]([F:23])[cH:21][cH:22]1)[O:24][CH2:25][O:26][CH2:27][CH2:28][O:29][CH3:30].[CH3:33][CH2:34][OH:35].[H:31][H:32]>>[OH:8][CH2:9][CH2:10][CH2:11][CH2:12][CH2:13][CH:14]([CH2:15][O:16][c:17]1[cH:18][cH:19][c:20]([F:23])[cH:21][cH:22]1)[O:24][CH2:25][O:26][CH2:27][CH2:28][O:29][CH3:30]. Reactants: B, C=CCC1(CCN(C)C(=O)OC(C)(C)C)NC(=O)c2ccc(Cl)cc21, C1CCOC1, [Na+], [OH-], OO. Yields the product CN(CCC1(CCCO)NC(=O)c2ccc(Cl)cc21)C(=O)OC(C)(C)C. RXN SMILES: [BH3:26].[CH2:1]([CH:2]=[CH2:3])[C:4]1([CH2:15][CH2:16][N:17]([C:18]([O:19][C:20]([CH3:21])([CH3:22])[CH3:23])=[O:24])[CH3:25])[NH:5][C:6](=[O:14])[c:7]2[cH:8][cH:9][c:10]([Cl:13])[cH:11][c:12]21.[CH2:31]1[O:32][CH2:33][CH2:34][CH2:35]1.[Na+:28].[OH-:27].[OH:29][OH:30]>>[CH2:1]([CH2:2][CH2:3][OH:27])[C:4]1([CH2:15][CH2:16][N:17]([C:18]([O:19][C:20]([CH3:21])([CH3:22])[CH3:23])=[O:24])[CH3:25])[NH:5][C:6](=[O:14])[c:7]2[cH:8][cH:9][c:10]([Cl:13])[cH:11][c:12]21.